Dataset: the Open Reaction Database (ORD), a public repository of structured organic reaction records. Task: describe an organic reaction: reactants, conditions, products, and yield Reactants: C(C)(C)(C)OC(=O)NC(C(=O)OCC)C#N (Ethyl 2-(tert-butoxycarbonylamino)-2-cyanoacetate), C([O-])([O-])=O.[K+].[K+] (potassium carbonate), [I-].[K+] (potassium iodide), ClCC(=O)OC1CC(CCC1C(C)C)C (menthyl chloroacetate). Run in CC(=O)C (acetone), CC(=O)C (acetone). Conditions: temperature 15 celsius, time 8 hour. The product is C(C)(C)(C)OC(=O)NC(C(=O)OCC)(CC(=O)OC1CC(CCC1C(C)C)C)C#N (ethyl 2-(tert-butoxycarbonylamino)-2-cyano-3-[(−)menthyloxycarbonyl]propionate). Isolated yield 49.3%. RXN SMILES: [C:1]([O:5][C:6]([NH:8][CH:9]([C:15]#[N:16])[C:10]([O:12][CH2:13][CH3:14])=[O:11])=[O:7])([CH3:4])([CH3:3])[CH3:2].C(=O)([O-])[O-].[K+].[K+].[I-].[K+].Cl[CH2:26][C:27]([O:29][CH:30]1[CH:35]([CH:36]([CH3:38])[CH3:37])[CH2:34][CH2:33][CH:32]([CH3:39])[CH2:31]1)=[O:28]>CC(C)=O>[C:1]([O:5][C:6]([NH:8][C:9]([C:15]#[N:16])([CH2:26][C:27]([O:29][CH:30]1[CH:35]([CH:36]([CH3:38])[CH3:37])[CH2:34][CH2:33][CH:32]([CH3:39])[CH2:31]1)=[O:28])[C:10]([O:12][CH2:13][CH3:14])=[O:11])=[O:7])([CH3:2])([CH3:4])[CH3:3] |f:1.2.3,4.5|. Reported procedure: Ethyl 2-(tert-butoxycarbonylamino)-2-cyanoacetate (1.20 g, 5.26 mmol) prepared in the same manner as Reference Example 1, acetone (2.3 ml), powdered potassium carbonate (872 mg, 6.31 mmol) and potassium iodide (175 mg, 1.05 mmol) were mixed, a solution of menthyl chloroacetate (1.22 g, 5.26 mmol) dissolved in acetone (1.1 ml) was added dropwise thereto at 10-20° C., and the mixture was stirred at the same temperature overnight. Insoluble materials were removed by filtration, the filtrate was con...